Dataset: the Open Reaction Database (ORD), a public repository of structured organic reaction records. Task: describe an organic reaction: reactants, conditions, products, and yield The reactants are Cl.NC1=CC(=C(C(=O)NCCN(CC)CC)C=C1Cl)O (4-amino-5-chloro-N-[2-(diethylamino)ethyl]-2-hydroxybenzamide hydrochloride), C([O-])([O-])=O.[K+].[K+] (potassium carbonate), [I-].[Na+] (sodium iodide), ClCC(=O)N (2-chloroacetamide). Yields the product O.C(C)(=O)O.NC1=CC(=C(C(=O)NCCN(CC)CC)C=C1Cl)OCC(=O)N (4-Amino-2-(2-amino-2-oxoethoxy)-5-chloro-N-[2-(diethylamino)ethyl]benzamide Acetate Monohydrate). Yield: 79.7%. RXN SMILES: Cl.[NH2:2][C:3]1[C:18]([Cl:19])=[CH:17][C:6]([C:7]([NH:9][CH2:10][CH2:11][N:12]([CH2:15][CH3:16])[CH2:13][CH3:14])=[O:8])=[C:5]([OH:20])[CH:4]=1.[C:21](=[O:24])([O-])[O-:22].[K+].[K+].[I-].[Na+].Cl[CH2:30][C:31]([NH2:33])=[O:32]>>[OH2:8].[C:21]([OH:22])(=[O:24])[CH3:3].[NH2:2][C:3]1[C:18]([Cl:19])=[CH:17][C:6]([C:7]([NH:9][CH2:10][CH2:11][N:12]([CH2:13][CH3:14])[CH2:15][CH3:16])=[O:8])=[C:5]([O:20][CH2:30][C:31]([NH2:33])=[O:32])[CH:4]=1 |f:0.1,2.3.4,5.6,8.9.10|. Procedure: A well stirred mixture of 4-amino-5-chloro-N-[2-(diethylamino)ethyl]-2-hydroxybenzamide hydrochloride (2.0 g, 6.2 mmoles), potassium carbonate (2.57 g, 18.6 mmoles), sodium iodide (0.93 g, 6.8 mmoles) and 2-chloroacetamide (0.64 g, 6.8 mmoles) was heated at 75° for 3 hours. The mixture was then evaporated in vacuo and the residue partitioned between water and methylene chloride. The aqueous phase was extracted twice with methylene chloride, and the combined extracts treated with an excess of ace... The reactants are [OH-].[Na+] (Sodium hydroxide), S1C(=CSCC1)CC(=O)OCC (ethyl (5,6-dihydro-1,4-dithiin-2-yl)acetate). The solvent is C(C)O (ethanol). Reaction conditions: temperature 50 celsius, time 3 hour. Product: S1C(=CSCC1)CC(=O)O ((5,6-dihydro-1,4-dithiin-2-yl)acetic acid). The yield is 78.6%. As a reaction SMILES: [OH-].[Na+].[S:3]1[CH2:8][CH2:7][S:6][CH:5]=[C:4]1[CH2:9][C:10]([O:12]CC)=[O:11]>C(O)C>[S:3]1[CH2:8][CH2:7][S:6][CH:5]=[C:4]1[CH2:9][C:10]([OH:12])=[O:11] |f:0.1|. Procedure details: 10N Sodium hydroxide solution (71.4 cc.) is added to a solution of ethyl (5,6-dihydro-1,4-dithiin-2-yl)acetate (121.3 g.) in ethanol (800 cc.). The reaction mixture is heated for 3 hours at about 50° C. After evaporating the solvent under reduced pressure (25 mm.Hg), the residue is dissolved in distilled water (500 cc.). The alkaline aqueous solution is washed twice with ether (total 100 cc.), treated with decolourizing charcoal (0.2 g.), filtered and then acidified with excess hydrochloric acid...